This data is from the Open Reaction Database (ORD), a public repository of structured organic reaction records. The task is: describe an organic reaction: reactants, conditions, products, and yield Reactants: CCO, O=c1cc(Cl)c([N+](=O)[O-])c[nH]1, Cl, Nc1ccc(I)cc1F, O. Product: O=c1cc(Nc2ccc(I)cc2F)c([N+](=O)[O-])c[nH]1. As a reaction SMILES: [CH3:23][CH2:24][OH:25].[Cl:1][c:2]1[cH:3][c:4](=[O:11])[nH:5][cH:6][c:7]1[N+:8](=[O:9])[O-:10].[ClH:21].[F:12][c:13]1[c:14]([NH2:15])[cH:16][cH:17][c:18]([I:20])[cH:19]1.[OH2:22]>>[c:2]1([NH:15][c:14]2[c:13]([F:12])[cH:19][c:18]([I:20])[cH:17][cH:16]2)[cH:3][c:4](=[O:11])[nH:5][cH:6][c:7]1[N+:8](=[O:9])[O-:10]. Reactants: CC(C)(C)O, C1COCCN1, CSC(=Nc1ccccc1)Nc1nccn1C, I. Yields the product Cn1ccnc1NC(=Nc1ccccc1)N1CCOCC1. RXN SMILES: [C:25]([OH:26])([CH3:27])([CH3:28])[CH3:29].[CH2:19]1[CH2:20][O:21][CH2:22][CH2:23][NH:24]1.[CH3:2][n:3]1[c:4]([NH:8][C:9](=[N:10][c:11]2[cH:12][cH:13][cH:14][cH:15][cH:16]2)[S:17][CH3:18])[n:5][cH:6][cH:7]1.[IH:1]>>[CH3:2][n:3]1[c:4]([NH:8][C:9](=[N:10][c:11]2[cH:12][cH:13][cH:14][cH:15][cH:16]2)[N:24]2[CH2:19][CH2:20][O:21][CH2:22][CH2:23]2)[n:5][cH:6][cH:7]1. Reactants: S(O)(O)(=O)=O (sulfuric acid), CC1=C(C2=CC3=NC(=CC4=NC(=CC5=C(C(=C(N5)C=C1N2)C(C)O)C)C(=C4CCC(=O)O)C)C(=C3C)CCC(=O)O)C(C)O.Cl (hematoporphyrin hydrochloride), C(C)(=O)[O-] (acetate). The solvent is C(C)(=O)O (acetic acid). Run at time 1 hour. Yields the product CC1=C2C=C3N=C(C=C4C(=C(C(=N4)C=C5NC(=CC(=C1C(C)O)N2)C(=C5C(C)O)C)C)CCC(=O)O)C(=C3C)CCC(=O)O (hematoporphyrin). Reaction SMILES: S(=O)(=O)(O)O.[CH3:6][C:7]1[C:25]2[NH:26][C:9](=[CH:10][C:11]3[C:40]([CH3:41])=[C:39]([CH2:42][CH2:43][C:44]([OH:46])=[O:45])[C:13](=[CH:14][C:15]4[C:32]([CH2:33][CH2:34][C:35]([OH:37])=[O:36])=[C:31]([CH3:38])[C:17](=[CH:18][C:19]5[NH:23][C:22]([CH:24]=2)=[C:21]([CH:27]([OH:29])[CH3:28])[C:20]=5[CH3:30])[N:16]=4)[N:12]=3)[C:8]=1[CH:47]([OH:49])[CH3:48].Cl.C([O-])(=O)C>C(O)(=O)C>[CH3:30][C:20]1[C:21]([CH:27]([OH:29])[CH3:28])=[C:22]2[NH:23][C:19]=1[CH:18]=[C:17]1[C:31]([CH3:38])=[C:32]([CH2:33][CH2:34][C:35]([OH:37])=[O:36])[C:15]([CH:14]=[C:13]3[N:12]=[C:11]([CH:10]=[C:9]4[C:8]([CH:47]([OH:49])[CH3:48])=[C:7]([CH3:6])[C:25](=[CH:24]2)[NH:26]4)[C:40]([CH3:41])=[C:39]3[CH2:42][CH2:43][C:44]([OH:46])=[O:45])=[N:16]1 |f:1.2|. Reported procedure: The process of claim 1 wherein hematoporphyrin derivative is prepared by adding a first mixture of acetic acid and sulfuric acid to hematoporphyrin hydrochloride, stirring for one hour to obtain a second mixture, adding the second mixture to a solution of 5% soldium acetate to obtain a red precipitate, and recovering the red precipitate. Starting materials: COCCl, CC(C)(C)[O-], Oc1ccc(I)cc1, [K+], CN(C)C=O, O. The product is COCOc1ccc(I)cc1. RXN SMILES: [CH3:15][O:16][CH2:17][Cl:18].[CH3:9][C:10]([CH3:11])([O-:12])[CH3:13].[I:1][c:2]1[cH:3][cH:4][c:5]([OH:8])[cH:6][cH:7]1.[K+:14].[O:20]=[CH:21][N:22]([CH3:23])[CH3:24].[OH2:19]>>[I:1][c:2]1[cH:3][cH:4][c:5]([O:8][CH2:17][O:16][CH3:15])[cH:6][cH:7]1. The reactants are ClC1=NC=C(C(=N1)N(C(OC(C)(C)C)=O)C1=CC(=CC=C1)[N+](=O)[O-])F (tert-butyl (2-chloro-5-fluoropyrimidin-4-yl)(3-nitrophenyl)carbamate), [NH4+].[Cl-] (NH4Cl), CCCCCC.C(C)(=O)OCC (hexane ethyl acetate). The reagents and catalysts are [Zn] (Zn). Run in O (water), O (water). Run at temperature 60 celsius, time 45 minute. The product is ClC1=NC=C(C(=N1)N(C(OC(C)(C)C)=O)C1=CC(=CC=C1)NO)F (tert-butyl (2-chloro-5-fluoropyrimidin-4-yl)(3-(hydroxyamino)phenyl)carbamate). Reaction SMILES: [Cl:1][C:2]1[N:7]=[C:6]([N:8]([C:16]2[CH:21]=[CH:20][CH:19]=[C:18]([N+:22]([O-])=[O:23])[CH:17]=2)[C:9](=[O:15])[O:10][C:11]([CH3:14])([CH3:13])[CH3:12])[C:5]([F:25])=[CH:4][N:3]=1.[NH4+].[Cl-].CCCCCC.C(OCC)(=O)C>O.[Zn]>[Cl:1][C:2]1[N:7]=[C:6]([N:8]([C:16]2[CH:21]=[CH:20][CH:19]=[C:18]([NH:22][OH:23])[CH:17]=2)[C:9](=[O:15])[O:10][C:11]([CH3:14])([CH3:13])[CH3:12])[C:5]([F:25])=[CH:4][N:3]=1 |f:1.2,3.4|. Reported procedure: To a solution of tert-butyl (2-chloro-5-fluoropyrimidin-4-yl)(3-nitrophenyl)carbamate (0.78 g) in mixture of ccetone (3 ml) and water (2 ml) was added NH4Cl (0.22 g) and the reaction mixture was heated to 60° C. Zn dust (289 mg) was added to the reaction mixture at 60° C. portion wise. The reaction mixture was stirred for 45 minute at 60° C. and monitored on TLC using hexane:ethyl acetate (3:7) as mobile phase. After completion of the reaction, the reaction mixture was poured in water. The produ... RXN SMILES: [CH2:1]([c:2]1[cH:3][cH:4][cH:5][cH:6][cH:7]1)[N:8]([CH2:9][C:10](=[O:11])[c:12]1[cH:13][c:14]([N+:26]([O-:27])=[O:28])[c:15]([O:18][CH2:19][c:20]2[cH:21][cH:22][cH:23][cH:24][cH:25]2)[cH:16][cH:17]1)[CH:29]1[CH2:30][c:31]2[cH:32][c:33]([CH2:40][CH3:41])[c:34]([CH2:38][CH3:39])[cH:35][c:36]2[CH2:37]1.[NH2:42][c:43]1[cH:44][c:45]([CH:46]([OH:47])[CH2:48][N:49]([CH2:50][c:51]2[cH:52][cH:53][cH:54][cH:55][cH:56]2)[CH:57]2[CH2:58][c:59]3[c:60]([cH:61][c:62]([CH2:63][CH3:64])[c:65]([CH2:66][CH3:67])[cH:68]3)[CH2:69]2)[cH:70][cH:71][c:72]1[O:73][CH2:74][c:75]1[cH:76][cH:77][cH:78][cH:79][cH:80]1>>[CH2:1]([c:2]1[cH:3][cH:4][cH:5][cH:6][cH:7]1)[N:8]([CH2:9][C:10](=[O:11])[c:12]1[cH:13][c:14]([NH2:26])[c:15]([O:18][CH2:19][c:20]2[cH:21][cH:22][cH:23][cH:24][cH:25]2)[cH:16][cH:17]1)[CH:29]1[CH2:30][c:31]2[cH:32][c:33]([CH2:40][CH3:41])[c:34]([CH2:38][CH3:39])[cH:35][c:36]2[CH2:37]1. Starting materials: CCc1cc2c(cc1CC)CC(N(CC(=O)c1ccc(OCc3ccccc3)c([N+](=O)[O-])c1)Cc1ccccc1)C2, CCc1cc2c(cc1CC)CC(N(Cc1ccccc1)CC(O)c1ccc(OCc3ccccc3)c(N)c1)C2. Yields the product CCc1cc2c(cc1CC)CC(N(CC(=O)c1ccc(OCc3ccccc3)c(N)c1)Cc1ccccc1)C2. Starting materials: CCOCC, O=C=Nc1cccc2cnccc12, NCc1ccc(N2CCOCC2)cc1. Product: O=C(NCc1ccc(N2CCOCC2)cc1)Nc1cccc2cnccc12. Reaction SMILES: [CH3:28][CH2:29][O:30][CH2:31][CH3:32].[N:15](=[C:16]=[O:17])[c:18]1[c:19]2[cH:20][cH:21][n:22][cH:23][c:24]2[cH:25][cH:26][cH:27]1.[O:1]1[CH2:2][CH2:3][N:4]([c:7]2[cH:8][cH:9][c:10]([CH2:11][NH2:12])[cH:13][cH:14]2)[CH2:5][CH2:6]1>>[O:1]1[CH2:2][CH2:3][N:4]([c:7]2[cH:8][cH:9][c:10]([CH2:11][NH:12][C:16]([NH:15][c:18]3[c:19]4[cH:20][cH:21][n:22][cH:23][c:24]4[cH:25][cH:26][cH:27]3)=[O:17])[cH:13][cH:14]2)[CH2:5][CH2:6]1. RXN SMILES: [NH:1]([N:8]1[C:20](=[O:21])[C:19]2[C:18](=[O:22])[C:17]3[CH:16]=[C:15]([N+:23]([O-:25])=[O:24])[CH:14]=[CH:13][C:12]=3[NH:11][C:10]=2[C:9]1=[O:26])[C:2]1[CH:7]=[CH:6][CH:5]=[CH:4][CH:3]=1.CO>CS(O)(=O)=O>[OH:26][C:9]1[C:10]2[NH:11][C:12]3[CH:13]=[CH:14][C:15]([N+:23]([O-:25])=[O:24])=[CH:16][C:17]=3[C:18](=[O:22])[C:19]=2[C:20](=[O:21])[N:1]([C:2]2[CH:7]=[CH:6][CH:5]=[CH:4][CH:3]=2)[N:8]=1. Solvent: CS(=O)(=O)O (methanesulfonic acid). Conditions: time 3 hour. The product is OC1=NN(C(C2=C1NC=1C=CC(=CC1C2=O)[N+](=O)[O-])=O)C2=CC=CC=C2 (4-hydroxy-8-nitro-2-phenyl-1,2,5,10-tetrahydropyridazino[4,5-b]quinoline-1,10-dione). The yield is 71.1%. The reactants are N(C1=CC=CC=C1)N1C(C=2NC=3C=CC(=CC3C(C2C1=O)=O)[N+](=O)[O-])=O (2-Anilino-7-nitro-2,3,4,9-tetrahydro-1H-pyrrolo[3,4-b]quinoline-1,3,9-trione), CO (Methanol). Procedure: 2-Anilino-7-nitro-2,3,4,9-tetrahydro-1H-pyrrolo[3,4-b]quinoline-1,3,9-trione (0.830 g, 2.37 mM) was dissolved with stirring in methanesulfonic acid (42 mL) to give a deep orange solution. Methanol (420 mL) was added and the resulting yellow solution heated to reflux for 2 hours to give a yellow suspension. Heat was removed and the suspension was stirred at room temperature for 3 hours. The solids were removed by filtration, and the filtrate was allowed to stand for 20 hours. More solids formed i... The reactants are C1(=CC=CC=C1)C#CC1=CC=C(C(=O)C2=CC=C(C=C2)F)C=C1 (4-phenylethynyl-4'-fluorobenzophenone), C([O-])([O-])=O.[K+].[K+] (potassium carbonate), NC1=CC=C(C=C1)O (4-aminophenol), alkali metal base. Solvent: CN(C(C)=O)C (N,N-dimethylacetamide). Yields the product NC1=CC=C(OC2=C(C(=O)C3=CC=C(C=C3)C#CC3=CC=CC=C3)C=CC=C2)C=C1 (4-aminophenoxy-4'-phenylethynylbenzophenone). Reaction SMILES: [C:1]1([C:7]#[C:8][C:9]2[CH:23]=[CH:22][C:12]([C:13]([C:15]3[CH:20]=[CH:19][C:18](F)=[CH:17][CH:16]=3)=[O:14])=[CH:11][CH:10]=2)[CH:6]=[CH:5][CH:4]=[CH:3][CH:2]=1.[NH2:24][C:25]1[CH:30]=[CH:29][C:28]([OH:31])=[CH:27][CH:26]=1.C(=O)([O-])[O-].[K+].[K+]>CN(C)C(=O)C>[NH2:24][C:25]1[CH:30]=[CH:29][C:28]([O:31][C:16]2[CH:17]=[CH:18][CH:19]=[CH:20][C:15]=2[C:13]([C:12]2[CH:22]=[CH:23][C:9]([C:8]#[C:7][C:1]3[CH:6]=[CH:5][CH:4]=[CH:3][CH:2]=3)=[CH:10][CH:11]=2)=[O:14])=[CH:27][CH:26]=1 |f:2.3.4|. Procedure details: The phenylethynyl group has two important advantages over the ethynyl group. These are stability towards conditions of aromatic nucleophilic displacement reactions and stability at moderate temperatures (i.e. 150-250° C.). For example, when 4-phenylethynyl-4'-fluorobenzophenone was treated with a slight excess of 3 or 4-aminophenol in the presence of an alkali metal base such as potassium carbonate in a polar aprotic solvent such as N,N-dimethylacetamide (DMAc) at 143° C., 3 or 4-aminophenoxy-4'... Starting materials: C(C)(=O)O[BH-](OC(C)=O)OC(C)=O.[Na+] (sodium triacetoxyborohydride), C(O)([O-])=O.[Na+] (sodium hydrogen carbonate), Cl.O1CCNCCC1 (1,4-Oxazepane hydrochloride), TEA, C(#C)C1=CC=C(C=O)C=C1 (4-ethynylbenzaldehyde). Solvent: C(Cl)(Cl)Cl (chloroform), C(C)(=O)O (acetic acid). Conditions: time 30 minute. Yields the product C(#C)C1=CC=C(CN2CCOCCC2)C=C1 (4-(4-ethynylbenzyl)-1,4-oxazepane). The yield is 89.5%. Reaction SMILES: Cl.[O:2]1[CH2:8][CH2:7][CH2:6][NH:5][CH2:4][CH2:3]1.[C:9]([C:11]1[CH:18]=[CH:17][C:14]([CH:15]=O)=[CH:13][CH:12]=1)#[CH:10].C(O[BH-](OC(=O)C)OC(=O)C)(=O)C.[Na+].C(=O)([O-])O.[Na+]>C(O)(=O)C.C(Cl)(Cl)Cl>[C:9]([C:11]1[CH:18]=[CH:17][C:14]([CH2:15][N:5]2[CH2:6][CH2:7][CH2:8][O:2][CH2:3][CH2:4]2)=[CH:13][CH:12]=1)#[CH:10] |f:0.1,3.4,5.6|. Reported procedure: 1,4-Oxazepane hydrochloride (1.0 g) and TEA (1.1 mL) were added to a chloroform (20 mL) solution of 4-ethynylbenzaldehyde (1.0 g) obtained by the same method as the synthesis method described in the literature (Tetrahedron Letters, 2007, Vol. 48(33), pp. 5817-5820). The mixture was stirred for 30 minutes at room temperature, and acetic acid (0.45 mL) was added, followed by stirring the mixture for 1 hour at room temperature. Then, sodium triacetoxyborohydride (2.4 g) was added, and the mixture w...